From a dataset of the Open Reaction Database (ORD), a public repository of structured organic reaction records. describe an organic reaction: reactants, conditions, products, and yield The reactants are BrC=1C=C(C=NC1Cl)C(=O)O (5-bromo-6-chloro-3-pyridinecarboxylic acid), COCCO (2-methoxyethanol), FC1=CC=C(C=C1)B(O)O ((4-fluoro-phenyl)-boronic acid), NC[C@@H]1[C@@H](CCCC1)O (cis-2-aminomethyl-1-cyclohexanol). Product: FC1=CC=C(C=C1)C=1C(=NC=C(C(=O)NC[C@H]2[C@H](CCCC2)O)C1)OCCOC (racemic cis-5-(4-fluoro-phenyl)-N-(2-hydroxy-cyclohexylmethyl)-6-(2-methoxy-ethoxy)-nicotinamide). Reaction SMILES: Br[C:2]1[CH:3]=[C:4]([C:9]([OH:11])=O)[CH:5]=[N:6][C:7]=1Cl.[F:12][C:13]1[CH:18]=[CH:17][C:16](B(O)O)=[CH:15][CH:14]=1.[NH2:22][CH2:23][C@H:24]1[CH2:29][CH2:28][CH2:27][CH2:26][C@H:25]1[OH:30].[CH3:31][O:32][CH2:33][CH2:34][OH:35]>>[F:12][C:13]1[CH:18]=[CH:17][C:16]([C:2]2[C:7]([O:35][CH2:34][CH2:33][O:32][CH3:31])=[N:6][CH:5]=[C:4]([CH:3]=2)[C:9]([NH:22][CH2:23][C@@H:24]2[CH2:29][CH2:28][CH2:27][CH2:26][C@@H:25]2[OH:30])=[O:11])=[CH:15][CH:14]=1. Procedure details: The title compound was synthesized in analogy to Example 75, using 5-bromo-6-chloro-3-pyridinecarboxylic acid, 2-methoxyethanol, (4-fluoro-phenyl)-boronic acid and cis-2-aminomethyl-1-cyclohexanol as starting materials to yield racemic cis-5-(4-fluoro-phenyl)-N-(2-hydroxy-cyclohexylmethyl)-6-(2-methoxy-ethoxy)-nicotinamide. Separation with heptane/ethanol on ChiralpakAD® yielded the (−)-enantiomer, MS (ISP) 403.4 (M+H)+, αD20: −17.1° in MeOH. The reactants are C=Cc1ccc2c(c1)CN(C(=O)OC(C)(C)C)C2, C1CCOC1, CCOC(C)=O, [O-][I+3]([O-])([O-])[O-], [Na+], O. Yields the product CC(C)(C)OC(=O)N1Cc2ccc(C=O)cc2C1. RXN SMILES: [C:1]([CH3:2])([CH3:3])([CH3:4])[O:5][C:6](=[O:7])[N:8]1[CH2:9][c:10]2[cH:11][cH:12][c:13]([CH:17]=[CH2:18])[cH:14][c:15]2[CH2:16]1.[CH2:25]1[O:26][CH2:27][CH2:28][CH2:29]1.[CH3:31][CH2:32][O:33][C:34](=[O:35])[CH3:36].[I+3:19]([O-:20])([O-:21])([O-:22])[O-:23].[Na+:24].[OH2:30]>>[C:1]([CH3:2])([CH3:3])([CH3:4])[O:5][C:6](=[O:7])[N:8]1[CH2:9][c:10]2[cH:11][cH:12][c:13]([CH:17]=[O:20])[cH:14][c:15]2[CH2:16]1. The reactants are 10, N(=C=S)C1=CC=C(C=C1)N1CCN(CC1)C1=CC=C(C=C1)OC (1-(4-isothiocyanatophenyl)-4-(4-methoxyphenyl)piperazine), NC(CO)(C)C (2-amino-2-methyl-1-propanol). The solvent is ClCCl (dichloromethane). Reaction conditions: time 8 hour. The product is 11.7, OCC(C)(C)NC(=S)NC1=CC=C(C=C1)N1CCN(CC1)C1=CC=C(C=C1)OC (N-(2-hydroxy-1,1-dimethylethyl)-N'-[4-[4-(4-methoxyphenyl)-1-piperazinyl]phenyl]thiourea). The yield is 91.9%. RXN SMILES: [N:1]([C:4]1[CH:9]=[CH:8][C:7]([N:10]2[CH2:15][CH2:14][N:13]([C:16]3[CH:21]=[CH:20][C:19]([O:22][CH3:23])=[CH:18][CH:17]=3)[CH2:12][CH2:11]2)=[CH:6][CH:5]=1)=[C:2]=[S:3].[NH2:24][C:25]([CH3:29])([CH3:28])[CH2:26][OH:27]>ClCCl>[OH:27][CH2:26][C:25]([NH:24][C:2]([NH:1][C:4]1[CH:9]=[CH:8][C:7]([N:10]2[CH2:15][CH2:14][N:13]([C:16]3[CH:21]=[CH:20][C:19]([O:22][CH3:23])=[CH:18][CH:17]=3)[CH2:12][CH2:11]2)=[CH:6][CH:5]=1)=[S:3])([CH3:29])[CH3:28]. Reported procedure: A mixture of 10 parts of 1-(4-isothiocyanatophenyl)-4-(4-methoxyphenyl)piperazine, 3 parts of 2-amino-2-methyl-1-propanol and 260 parts of dichloromethane was stirred overnight at room temperature. The precipitated product was filtered off, washed with dichloromethane and 2-propanone and dried, yielding 11.7 parts (91.9%) of N-(2-hydroxy-1,1-dimethylethyl)-N'-[4-[4-(4-methoxyphenyl)-1-piperazinyl]phenyl]thiourea; mp. 221.6° C. (int. 7). Reactants: CC1=CC(=NO1)C(=O)N[C@H]1CCCCC\C=C/C2[C@](NC([C@H]3N(C1=O)C[C@@H](C3)OC(C3=CC=C(C=C3)[N+](=O)[O-])=O)=O)(C2)C(=O)OCC ((2R,6S,14aR,16aS,Z)-ethyl 6-(5-methylisoxazole-3-carboxamido)-2-(4-nitrobenzoyloxy)-5,16-dioxo-1,2,3,5,6,7,8,9,10,11,13a,14,14a,15,16,16a-hexadecahydrocyclopropa[e]pyrrolo[1,2-a][1,4]diazacyclopentadecine-14a-carboxylate), [Li+].[OH-] (LiOH), Cl (HCl). RXN SMILES: [CH3:1][C:2]1[O:6][N:5]=[C:4]([C:7]([NH:9][C@@H:10]2[C:24](=[O:25])[N:23]3[CH2:26][C@H:27]([O:29]C(=O)C4C=CC([N+]([O-])=O)=CC=4)[CH2:28][C@H:22]3[C:21](=[O:41])[NH:20][C@:19]3([C:43]([O:45][CH2:46][CH3:47])=[O:44])[CH2:42][CH:18]3[CH:17]=[CH:16][CH2:15][CH2:14][CH2:13][CH2:12][CH2:11]2)=[O:8])[CH:3]=1.[Li+].[OH-].Cl>C1COCC1.ClCCl>[OH:29][C@H:27]1[CH2:26][N:23]2[C:24](=[O:25])[C@@H:10]([NH:9][C:7]([C:4]3[CH:3]=[C:2]([CH3:1])[O:6][N:5]=3)=[O:8])[CH2:11][CH2:12][CH2:13][CH2:14][CH2:15][CH:16]=[CH:17][CH:18]3[CH2:42][C@@:19]3([C:43]([O:45][CH2:46][CH3:47])=[O:44])[NH:20][C:21](=[O:41])[C@@H:22]2[CH2:28]1 |f:1.2|. Isolated yield 103.7%. The solvent is ClCCl (dichloromethane), ClCCl (dichloromethane), C1CCOC1 (THF). Reaction conditions: time 1 hour. Product: O[C@@H]1C[C@@H]2N(C([C@H](CCCCC\C=C/C3[C@](NC2=O)(C3)C(=O)OCC)NC(=O)C3=NOC(=C3)C)=O)C1 ((2R,6S,14aR,16aS,Z)-ethyl 2-hydroxy-6-(5-methylisoxazole-3-carboxamido)-5,16-dioxo-1,2,3,5,6,7,8,9,10,11,13a,14,14a,15,16,16a-hexadecahydrocyclopropa[e]pyrrolo[1,2-a][1,4]diazacyclopentadecine-14a-carboxylate). Reported procedure: To a solution of (2R,6S,14aR,16aS,Z)-ethyl 6-(5-methylisoxazole-3-carboxamido)-2-(4-nitrobenzoyloxy)-5,16-dioxo-1,2,3,5,6,7,8,9,10,11,13a,14,14a,15,16,16a-hexadecahydrocyclopropa[e]pyrrolo[1,2-a][1,4]diazacyclopentadecine-14a-carboxylate (10 g) in THF (110 mL) at 0° C. was added a solution of 0.5 M LiOH (33.8 mL). After 1 h, the reaction was diluted with dichloromethane (150 mL) and neutralized with 1N HCl (50 mL). The organic layer was extracted and washed with 5% NaHCO3 (50 mL) twice and once ... The reactants are C1CCOC1 (THF), starting material, starting material, C(C)[Mg]Br (ethyl magnesium bromide), starting material, C(C)[Mg]Br (ethyl magnesium bromide), C1(=CC=CC=C1)CN1[C@@H](CCC1)C(=O)N1CCCC1 ((2S)-1-(phenylmethyl)-2-(1-pyrrolidinylcarbonyl)pyrrolidine), C(C)[Mg]Br (ethyl magnesium bromide). Reagents/catalysts: CC([O-])C.[Ti+4].CC([O-])C.CC([O-])C.CC([O-])C (titanium(IV) isopropoxide). Run in [NH4+].[Cl-] (NH4Cl), O (water). Conditions: time 2 hour. Yields the product C1(=CC=CC=C1)CN1[C@@H](CCC1)C1(CC1)N1CCCC1 ((2S)-1-(phenylmethyl)-2-[1-(1-pyrrolidinyl)cyclopropyl]pyrrolidine). The yield is 57.0%. As a reaction SMILES: [CH2:1]1COC[CH2:2]1.C([Mg]Br)C.[C:10]1([CH2:16][N:17]2[CH2:21][CH2:20][CH2:19][C@H:18]2[C:22]([N:24]2[CH2:28][CH2:27][CH2:26][CH2:25]2)=O)[CH:15]=[CH:14][CH:13]=[CH:12][CH:11]=1>[NH4+].[Cl-].O.CC(C)[O-].[Ti+4].CC(C)[O-].CC(C)[O-].CC(C)[O-]>[C:10]1([CH2:16][N:17]2[CH2:21][CH2:20][CH2:19][C@H:18]2[C:22]2([N:24]3[CH2:28][CH2:27][CH2:26][CH2:25]3)[CH2:2][CH2:1]2)[CH:15]=[CH:14][CH:13]=[CH:12][CH:11]=1 |f:3.4,6.7.8.9.10|. Procedure details: To a stirred solution of THF (50 mL) cooled to −78° C. was added ethyl magnesium bromide (11.6 mL, 34.8 mmol) followed by titanium(IV) isopropoxide (2.042 mL, 6.96 mmol) and then (2S)-1-(phenylmethyl)-2-(1-pyrrolidinylcarbonyl)pyrrolidine (1.619 g, 6.96 mmol). The mixture was allowed to warm to room temperature and stir for 2 h, and was then checked by LCMS. Greater than 40% of the starting material remained, and so the mixture was stirred overnight, and then checked by LCMS again. Greater than ... The reactants are O=C(Cl)OCC(Cl)(Cl)Cl, Nc1nc2ccccc2s1, C1CCOC1, O, c1ccncc1. Yields the product O=C(Nc1nc2ccccc2s1)OCC(Cl)(Cl)Cl. RXN SMILES: [Cl:17][C:18](=[O:19])[O:20][CH2:21][C:22]([Cl:23])([Cl:24])[Cl:25].[NH2:1][c:2]1[s:3][c:4]2[c:5]([n:6]1)[cH:7][cH:8][cH:9][cH:10]2.[O:27]1[CH2:28][CH2:29][CH2:30][CH2:31]1.[OH2:26].[cH:11]1[cH:12][cH:13][n:14][cH:15][cH:16]1>>[NH:1]([c:2]1[s:3][c:4]2[c:5]([n:6]1)[cH:7][cH:8][cH:9][cH:10]2)[C:18](=[O:19])[O:20][CH2:21][C:22]([Cl:23])([Cl:24])[Cl:25]. The reactants are CC1=CC=C(C=C1)S(=O)(=O)OC[C@H]1COC2=C(O1)C(=CC=C2)OC ([(2R)-8-methoxy-2,3-dihydro-1,4-benzodioxin-2-yl]methyl 4-methylbenzene-sulfonate), FC=1C=C2C(=CNC2=CC1)[C@H]1C[C@H](CC1)N (cis-3-(5-fluoro-1H-indol-3-yl)-cyclopentyl-amine), [OH-].[Na+] (NaOH). Solvent: CS(=O)C (DMSO). Conditions: temperature 80 celsius. Yields the product FC=1C=C2C(=CNC2=CC1)[C@H]1C[C@H](CC1)NC[C@H]1COC2=C(O1)C(=CC=C2)OC (N-[(cis)-3-(5-fluoro-1H-indol-3-yl)cyclopentyl]-N-{[(2S)-8-methoxy-2,3-dihydro-1,4-benzodioxin-2-yl]methyl}amine). Isolated yield 45.9%. As a reaction SMILES: CC1C=CC(S(O[CH2:12][C@@H:13]2[O:18][C:17]3[C:19]([O:23][CH3:24])=[CH:20][CH:21]=[CH:22][C:16]=3[O:15][CH2:14]2)(=O)=O)=CC=1.[F:25][C:26]1[CH:27]=[C:28]2[C:32](=[CH:33][CH:34]=1)[NH:31][CH:30]=[C:29]2[C@@H:35]1[CH2:39][CH2:38][C@H:37]([NH2:40])[CH2:36]1.[OH-].[Na+]>CS(C)=O>[F:25][C:26]1[CH:27]=[C:28]2[C:32](=[CH:33][CH:34]=1)[NH:31][CH:30]=[C:29]2[C@@H:35]1[CH2:39][CH2:38][C@H:37]([NH:40][CH2:12][C@@H:13]2[O:18][C:17]3[C:19]([O:23][CH3:24])=[CH:20][CH:21]=[CH:22][C:16]=3[O:15][CH2:14]2)[CH2:36]1 |f:2.3|. Procedure: A mixture of [(2R)-8-methoxy-2,3-dihydro-1,4-benzodioxin-2-yl]methyl 4-methylbenzene-sulfonate (0.5 g, 1.42 mmole) and cis-3-(5-fluoro-1H-indol-3-yl)-cyclopentyl-amine (0.24 g, 1.1 mmol) in anhydrous DMSO (10 mL) was heated at 80° C. for 30 h. The cooled reaction mixture was poured into 1 N aqueous NaOH (50 mL) and extracted with ethyl acetate (3×50 mL). The combined organic layers were washed with water (50 mL) and brine (50 mL), then were dried over anhydrous sodium sulfate, filtered, and conc...